This data is from the Open Reaction Database (ORD), a public repository of structured organic reaction records. The task is: describe an organic reaction: reactants, conditions, products, and yield The reactants are FC(OC1=CC=C(C=C1)N1N=C(N=C1)C1=CC=C(C=C1)CC(C)N)(F)F (1-(4-(1-(4-(trifluoromethoxy)phenyl)-1H-1,2,4-triazol-3-yl)phenyl)propan-2-amine), O[C@@H](C(=O)O)[C@H](C(=O)O)O ((2R,3R)-2,3-dihydroxysuccinic acid). Product: O[C@@H](C(=O)O)[C@H](C(=O)O)O.FC(OC1=CC=C(C=C1)N1N=C(N=C1)C1=CC=C(C=C1)C[C@H](C)N)(F)F ((S)-1-(4-(1-(4-(trifluoromethoxy)phenyl)-1H-1,2,4-triazol-3-yl)phenyl)propan-2-amine(2R,3R)-2,3-dihydroxysuccinate), solid. Yield: 49.0%. RXN SMILES: [F:1][C:2]([F:26])([F:25])[O:3][C:4]1[CH:9]=[CH:8][C:7]([N:10]2[CH:14]=[N:13][C:12]([C:15]3[CH:20]=[CH:19][C:18]([CH2:21][CH:22]([NH2:24])[CH3:23])=[CH:17][CH:16]=3)=[N:11]2)=[CH:6][CH:5]=1.[OH:27][C@H:28]([C@@H:32]([OH:36])[C:33]([OH:35])=[O:34])[C:29]([OH:31])=[O:30]>>[OH:27][C@H:28]([C@@H:32]([OH:36])[C:33]([OH:35])=[O:34])[C:29]([OH:31])=[O:30].[F:26][C:2]([F:1])([F:25])[O:3][C:4]1[CH:5]=[CH:6][C:7]([N:10]2[CH:14]=[N:13][C:12]([C:15]3[CH:20]=[CH:19][C:18]([CH2:21][C@@H:22]([NH2:24])[CH3:23])=[CH:17][CH:16]=3)=[N:11]2)=[CH:8][CH:9]=1 |f:2.3|. Reported procedure: The title compound was prepared as described in Example 99 using 1-(4-(1-(4-(trifluoromethoxy)phenyl)-1H-1,2,4-triazol-3-yl)phenyl)propan-2-amine (CB58) and (2R,3R)-2,3-dihydroxysuccinic acid and isolated as a white solid (0.70 g, 49%): mp 187-191° C.; 1H NMR 1H NMR (400 MHz, DMSO-d6) δ 9.40 (s, 1H), 8.08 (dd, J=8.6, 3.6 Hz, 4H), 7.63 (dt, J=8.1, 1.0 Hz, 2H), 7.49 7.32 (m, 2H), 3.81 (s, 2H), 3.47 (dt, J=8.5, 6.2 Hz, 1H), 3.01 (dd, J=13.4, 5.5 Hz, 1H), 2.74 (dd, J=13.4, 8.7 Hz, 1H), 1.13 (d, J=6.... Reactants: CCOC(=O)COc1ccc(Sc2cc(O)cc(C#Cc3ccccc3)c2)cc1C, CCCCP(CCCC)CCCC, C1CCOC1, O=C(N=NC(=O)N1CCCCC1)N1CCCCC1, OCCN1CCOCC1. The product is CCOC(=O)COc1ccc(Sc2cc(C#Cc3ccccc3)cc(OCCN3CCOCC3)c2)cc1C. Reaction SMILES: [CH2:1]([CH3:2])[O:3][C:4]([CH2:5][O:6][c:7]1[c:8]([CH3:29])[cH:9][c:10]([S:13][c:14]2[cH:15][c:16]([OH:28])[cH:17][c:18]([C:20]#[C:21][c:22]3[cH:23][cH:24][cH:25][cH:26][cH:27]3)[cH:19]2)[cH:11][cH:12]1)=[O:30].[CH2:40]([P:41]([CH2:42][CH2:43][CH2:44][CH3:45])[CH2:46][CH2:47][CH2:48][CH3:49])[CH2:50][CH2:51][CH3:52].[CH2:71]1[O:72][CH2:73][CH2:74][CH2:75]1.[N:53]([C:54]([N:55]1[CH2:56][CH2:57][CH2:58][CH2:59][CH2:60]1)=[O:61])=[N:62][C:63]([N:64]1[CH2:65][CH2:66][CH2:67][CH2:68][CH2:69]1)=[O:70].[O:31]1[CH2:32][CH2:33][N:34]([CH2:37][CH2:38][OH:39])[CH2:35][CH2:36]1>>[CH2:1]([CH3:2])[O:3][C:4]([CH2:5][O:6][c:7]1[c:8]([CH3:29])[cH:9][c:10]([S:13][c:14]2[cH:15][c:16]([O:28][CH2:38][CH2:37][N:34]3[CH2:33][CH2:32][O:31][CH2:36][CH2:35]3)[cH:17][c:18]([C:20]#[C:21][c:22]3[cH:23][cH:24][cH:25][cH:26][cH:27]3)[cH:19]2)[cH:11][cH:12]1)=[O:30].